From a dataset of the Open Reaction Database (ORD), a public repository of structured organic reaction records. describe an organic reaction: reactants, conditions, products, and yield Starting materials: ClCCl, [K+], [Na+], [Na+], O=S(=O)([O-])[O-], [OH-], COc1ccccc1-c1nn(COCC[Si](C)(C)C)c2ncc(-c3ccc(O)c(C(=O)N4CCOCC4)c3)cc12, O=C(O)CC(O)(CC(=O)O)C(=O)O. The product is COc1ccccc1-c1n[nH]c2ncc(-c3ccc(O)c(C(=O)N4CCOCC4)c3)cc12. As a reaction SMILES: [Cl:63][CH2:64][Cl:65].[K+:42].[Na+:56].[Na+:57].[O-:58][S:59](=[O:60])(=[O:61])[O-:62].[OH-:41].[OH:1][c:2]1[c:3]([C:33](=[O:34])[N:35]2[CH2:36][CH2:37][O:38][CH2:39][CH2:40]2)[cH:4][c:5](-[c:8]2[cH:9][c:10]3[c:11]([n:12][cH:13]2)[n:14]([CH2:25][O:26][CH2:27][CH2:28][Si:29]([CH3:30])([CH3:31])[CH3:32])[n:15][c:16]3-[c:17]2[c:18]([O:23][CH3:24])[cH:19][cH:20][cH:21][cH:22]2)[cH:6][cH:7]1.[OH:43][C:44]([CH2:45][C:46]([C:47](=[O:48])[OH:49])([CH2:50][C:51](=[O:52])[OH:53])[OH:54])=[O:55]>>[OH:1][c:2]1[c:3]([C:33](=[O:34])[N:35]2[CH2:36][CH2:37][O:38][CH2:39][CH2:40]2)[cH:4][c:5](-[c:8]2[cH:9][c:10]3[c:11]([n:12][cH:13]2)[nH:14][n:15][c:16]3-[c:17]2[c:18]([O:23][CH3:24])[cH:19][cH:20][cH:21][cH:22]2)[cH:6][cH:7]1.